This data is from the Open Reaction Database (ORD), a public repository of structured organic reaction records. The task is: describe an organic reaction: reactants, conditions, products, and yield The reactants are BrCc1ccccc1, C1CCOC1, CC(C)(C)OC(=O)CN1C(=O)C2(CNC(=O)C2)c2cc(Cl)ccc21, [H-], [Na+]. Product: CC(C)(C)OC(=O)CN1C(=O)C2(CC(=O)N(Cc3ccccc3)C2)c2cc(Cl)ccc21. Reaction SMILES: [Br:27][CH2:28][c:29]1[cH:30][cH:31][cH:32][cH:33][cH:34]1.[CH2:35]1[O:36][CH2:37][CH2:38][CH2:39]1.[Cl:1][c:2]1[cH:3][c:4]2[c:8]([cH:9][cH:10]1)[N:7]([CH2:11][C:12](=[O:13])[O:14][C:15]([CH3:16])([CH3:17])[CH3:18])[C:6](=[O:19])[C:5]21[CH2:20][NH:21][C:22](=[O:24])[CH2:23]1.[H-:25].[Na+:26]>>[Cl:1][c:2]1[cH:3][c:4]2[c:8]([cH:9][cH:10]1)[N:7]([CH2:11][C:12](=[O:13])[O:14][C:15]([CH3:16])([CH3:17])[CH3:18])[C:6](=[O:19])[C:5]21[CH2:20][N:21]([CH2:28][c:29]2[cH:30][cH:31][cH:32][cH:33][cH:34]2)[C:22](=[O:24])[CH2:23]1. Starting materials: CC(C)=O, Cc1ccc(S(=O)(=O)Cl)cc1, Clc1ncnc2[nH]ccc12, [Na+], [OH-]. Product: Cc1ccc(S(=O)(=O)n2ccc3c(Cl)ncnc32)cc1. RXN SMILES: [CH3:24][C:25](=[O:26])[CH3:27].[CH3:3][c:4]1[cH:5][cH:6][c:7]([S:10](=[O:11])(=[O:12])[Cl:13])[cH:8][cH:9]1.[Cl:14][c:15]1[c:16]2[c:17]([n:18][cH:19][n:20]1)[nH:21][cH:22][cH:23]2.[Na+:2].[OH-:1]>>[CH3:3][c:4]1[cH:5][cH:6][c:7]([S:10](=[O:11])(=[O:12])[n:21]2[c:17]3[c:16]([c:15]([Cl:14])[n:20][cH:19][n:18]3)[cH:23][cH:22]2)[cH:8][cH:9]1. Starting materials: C(C)(C)(C)OC(NC1=C(C=C(C(=C1)N(C)C)C(F)(F)F)N)=O ((2-amino-5-dimethylamino-4-trifluoromethyl-phenyl)-carbamic acid tert-butyl ester), C(C)(C)(C)OC(CC(=O)C1=CC(=CC=C1)C=1C(=NC(=CC1)C)C)=O (3-[3-(2,6-dimethyl-pyridin-3-yl)-phenyl]-3-oxo-propionic acid tert-butyl ester). Product: C(C)(C)(C)OC(NC1=C(C=C(C(=C1)N(C)C)C(F)(F)F)NC(CC(=O)C1=CC(=CC=C1)C=1C(=NC(=CC1)C)C)=O)=O ((5-Dimethylamino-2-{3-[3-(2,6-dimethyl-pyridin-3-yl)-phenyl]-3-oxo-propionylamino}-4-trifluoromethyl-phenyl)-carbamic acid tert-butyl ester). As a reaction SMILES: [C:1]([O:5][C:6](=[O:22])[NH:7][C:8]1[CH:13]=[C:12]([N:14]([CH3:16])[CH3:15])[C:11]([C:17]([F:20])([F:19])[F:18])=[CH:10][C:9]=1[NH2:21])([CH3:4])([CH3:3])[CH3:2].C([O:27][C:28](=O)[CH2:29][C:30]([C:32]1[CH:37]=[CH:36][CH:35]=[C:34]([C:38]2[C:39]([CH3:45])=[N:40][C:41]([CH3:44])=[CH:42][CH:43]=2)[CH:33]=1)=[O:31])(C)(C)C>>[C:1]([O:5][C:6](=[O:22])[NH:7][C:8]1[CH:13]=[C:12]([N:14]([CH3:16])[CH3:15])[C:11]([C:17]([F:20])([F:19])[F:18])=[CH:10][C:9]=1[NH:21][C:28](=[O:27])[CH2:29][C:30]([C:32]1[CH:37]=[CH:36][CH:35]=[C:34]([C:38]2[C:39]([CH3:45])=[N:40][C:41]([CH3:44])=[CH:42][CH:43]=2)[CH:33]=1)=[O:31])([CH3:4])([CH3:2])[CH3:3]. Procedure: The title compound was prepared from (2-amino-5-dimethylamino-4-trifluoromethyl-phenyl)-carbamic acid tert-butyl ester (Example J1) (239 mg, 0.75 mmol) and 3-[3-(2,6-dimethyl-pyridin-3-yl)-phenyl]-3-oxo-propionic acid tert-butyl ester (Example K8) (244 mg, 0.75 mmol) according to the general procedure M. Obtained as an amorphous brown substance (201 mg).